Dataset: the Open Reaction Database (ORD), a public repository of structured organic reaction records. Task: describe an organic reaction: reactants, conditions, products, and yield The reactants are COc1ccc(C2(C)OCCO2)cc1C=O, CCOC(C)=O, CC(=O)O, CCO, [Na], O, Cc1ccccc1C. The product is CCOC(=O)C=Cc1cc(C2(C)OCCO2)ccc1OC. RXN SMILES: [CH2:11]1[O:12][C:13]([CH3:14])([c:17]2[cH:18][cH:19][c:20]([O:25][CH3:26])[c:21]([CH:22]=[O:23])[cH:24]2)[O:15][CH2:16]1.[CH3:1][CH2:2][O:3][C:4]([CH3:5])=[O:6].[CH3:36][C:37](=[O:38])[OH:39].[CH3:7][CH2:8][OH:9].[Na:10].[OH2:35].[c:27]1([CH3:28])[c:29]([CH3:30])[cH:31][cH:32][cH:33][cH:34]1>>[CH3:1][CH2:2][O:3][C:4]([CH:5]=[CH:22][c:21]1[c:20]([O:25][CH3:26])[cH:19][cH:18][c:17]([C:13]2([CH3:14])[O:12][CH2:11][CH2:16][O:15]2)[cH:24]1)=[O:6]. Starting materials: O=C([O-])[O-], C=CC#N, CS(C)=O, Cl, [K+], [K+], COc1ccc2c(c1)C(N)C(=O)N2c1ccc(F)cc1, O. Yields the product COc1ccc2c(c1)C(N)(CCC#N)C(=O)N2c1ccc(F)cc1. As a reaction SMILES: [C:22](=[O:23])([O-:24])[O-:25].[CH2:28]=[CH:29][C:30]#[N:31].[CH3:32][S:33](=[O:34])[CH3:35].[ClH:1].[K+:26].[K+:27].[NH2:2][CH:3]1[C:4](=[O:21])[N:5]([c:14]2[cH:15][cH:16][c:17]([F:20])[cH:18][cH:19]2)[c:6]2[cH:7][cH:8][c:9]([O:12][CH3:13])[cH:10][c:11]21.[OH2:36]>>[NH2:2][C:3]1([CH2:28][CH2:29][C:30]#[N:31])[C:4](=[O:21])[N:5]([c:14]2[cH:15][cH:16][c:17]([F:20])[cH:18][cH:19]2)[c:6]2[cH:7][cH:8][c:9]([O:12][CH3:13])[cH:10][c:11]21. Starting materials: C(C)(C)(C)NC1=NC(=NC2=CC=C(C=C12)C1=C(C=C(C=C1)F)F)C=1C=NC=CC1 (N-tert-butyl-6-(2,4-difluorophenyl)-2-(pyridin-3-yl)quinazolin-4-amine), CS(=O)(=O)O (Methanesulfonic acid). The solvent is C(Cl)Cl.CO (CH2Cl2 MeOH). The product is CS(=O)(=O)O.C(C)(C)(C)NC1=NC(=NC2=CC=C(C=C12)C1=C(C=C(C=C1)F)F)C=1C=NC=CC1 (N-tert-butyl-6-(2,4-difluorophenyl)-2-(pyridin-3-yl)quinazolin-4-amine methanesulfonate). Isolated yield 71.7%. As a reaction SMILES: [C:1]([NH:5][C:6]1[C:15]2[C:10](=[CH:11][CH:12]=[C:13]([C:16]3[CH:21]=[CH:20][C:19]([F:22])=[CH:18][C:17]=3[F:23])[CH:14]=2)[N:9]=[C:8]([C:24]2[CH:25]=[N:26][CH:27]=[CH:28][CH:29]=2)[N:7]=1)([CH3:4])([CH3:3])[CH3:2].[CH3:30][S:31]([OH:34])(=[O:33])=[O:32]>C(Cl)Cl.CO>[CH3:30][S:31]([OH:34])(=[O:33])=[O:32].[C:1]([NH:5][C:6]1[C:15]2[C:10](=[CH:11][CH:12]=[C:13]([C:16]3[CH:21]=[CH:20][C:19]([F:22])=[CH:18][C:17]=3[F:23])[CH:14]=2)[N:9]=[C:8]([C:24]2[CH:25]=[N:26][CH:27]=[CH:28][CH:29]=2)[N:7]=1)([CH3:4])([CH3:2])[CH3:3] |f:2.3,4.5|. Procedure: N-tert-butyl-6-(2,4-difluorophenyl)-2-(pyridin-3-yl)quinazolin-4-amine (1.51 g, 3.87 mmol) was dissolved in CH2Cl2/MeOH (20 mL/20 mL). Methanesulfonic acid (0.251 mL, 3.87 mmol) was added to the solution. The volatiles were evaporated in vacuo. The resultant residue was crystallized from EtOH (30 mL) to give 1.35 g of N-tert-butyl-6-(2,4-difluorophenyl)-2-(pyridin-3-yl)quinazolin-4-amine methanesulfonate as a light yellow powder (72%), LCMS m/z=391 (M+1) (Method D) (Retention time=1.91 min). 1H ... The reactants are ClC=1C=C(C=CC1Cl)C1CCC(C2=CC=CC=C12)=NC (N-[4-(3,4-dichlorophenyl)-3,4-dihydro-1(2H)naphthalenylidene]methanamine), C(C)O (ethanol), [H][H] (hydrogen). The reagents and catalysts are [Ni] (Raney Nickel). Run in ClC1=C(C=CC=C1)Cl (o-dichlorobenzene). Product: CN[C@H]1CC[C@H](C2=C1C=CC=C2)C=3C=CC(=C(C3)Cl)Cl (Sertraline). The yield is 0.8%. As a reaction SMILES: [Cl:1][C:2]1[CH:3]=[C:4]([CH:9]2[C:18]3[C:13](=[CH:14][CH:15]=[CH:16][CH:17]=3)[C:12](=[N:19][CH3:20])[CH2:11][CH2:10]2)[CH:5]=[CH:6][C:7]=1[Cl:8].C(O)C.[H][H]>[Ni].ClC1C=CC=CC=1Cl>[CH3:20][NH:19][C@@H:12]1[C:13]2[CH:14]=[CH:15][CH:16]=[CH:17][C:18]=2[C@H:9]([C:4]2[CH:5]=[CH:6][C:7]([Cl:8])=[C:2]([Cl:1])[CH:3]=2)[CH2:10][CH2:11]1. Procedure: N-[4-(3,4-dichlorophenyl)-3,4-dihydro-1(2H)naphthalenylidene]methanamine (Ketimine) (50 g), ethanol (300 ml), Raney Nickel (0.15 g wet basis) and o-dichlorobenzene (50 ml) are charged into a reaction vessel. The mixture is hydrogenated at 5 to 6 kg/cm2 over pressure of hydrogen for 6 to 7 hrs at about 28 to 30° C. The catalyst is removed by filtration and the cake is washed with 50 ml ethanol. The cis to trans ratio is 82 to 85/18 to 15. The amount of dehalogenated by product is <0.1%. Sertralin... Reactants: CC1(OCCO1)CCCCN1N=CC(=N1)[N+](=O)[O-] (2-[4-(2-methyl-[1,3]dioxolan-2-yl)-butyl]-4-nitro-2H-[1,2,3]triazole), [NH4+].[Cl-] (NH4Cl), N#N (N2). The reagents and catalysts are [Fe] (iron). Solvent: CCO (EtOH), O (water). Run at temperature 85 celsius, time 30 minute. Yields the product CC1(OCCO1)CCCCN1N=CC(=N1)N (2-[4-(2-Methyl-[1,3]dioxolan-2-yl)-butyl]-2H-[1,2,3]triazol-4-ylamine). RXN SMILES: N#N.[CH3:3][C:4]1([CH2:9][CH2:10][CH2:11][CH2:12][N:13]2[N:17]=[C:16]([N+:18]([O-])=O)[CH:15]=[N:14]2)[O:8][CH2:7][CH2:6][O:5]1.[NH4+].[Cl-]>CCO.O.[Fe]>[CH3:3][C:4]1([CH2:9][CH2:10][CH2:11][CH2:12][N:13]2[N:17]=[C:16]([NH2:18])[CH:15]=[N:14]2)[O:8][CH2:7][CH2:6][O:5]1 |f:2.3|. Procedure: In a flame dried round-bottomed flask equipped with a magnetic stir bar and under inert atmosphere (N2), a mixture of 2-[4-(2-methyl-[1,3]dioxolan-2-yl)-butyl]-4-nitro-2H-[1,2,3]triazole (250 mg, 0.98 mmol), iron powder (165 mg, 2.93 mmol) and NH4Cl (264 mg, 4.88 mmol) in a mixture of EtOH (3.0 mL) and water (1.5 mL) was stirred at 85° C. for 30 min. The reaction mixture was filtered while hot and concentrated under reduced pressure. CH2Cl2 (20 mL) was added followed by water (20 mL). The aq. la... The reactants are ion, C1(=CC=CC=C1)SCCC(C)=O (4-phenylthio-2-butanone), C#N (HCN). Solvent: CC(C)(C)OC (MTBE). Product: OC(C#N)CCSC1=CC=CC=C1 (racemic (R/S)-2-hydroxy-4-phenylthiobutyronitrile). As a reaction SMILES: [C:1]1([S:7][CH2:8][CH2:9][C:10](=[O:12])[CH3:11])[CH:6]=[CH:5][CH:4]=[CH:3][CH:2]=1.C#[N:14]>CC(OC)(C)C>[OH:12][CH:10]([CH2:9][CH2:8][S:7][C:1]1[CH:6]=[CH:5][CH:4]=[CH:3][CH:2]=1)[C:11]#[N:14]. Procedure details: 9.01 g (50 mmol) of 4-phenylthio-2-butanone were dissolved in 30 ml of MTBE and treated with 1.0 g of ion exchanger Amberlyst A-21. After this, 9.8 ml (250 mmol) of HCN were added with stirring and the mixture was stirred at room temperature for 2 hours. The ion exchanger was filtered off and 0.05 g of citric acid was added to the solution. The solvent and HCN were stripped off in vacuo at 40° C. on a rotary evaporator. 9.5 g of (R/S)-2-hydroxy-4-phenylthiobutyronitrile (91.7% of theory) were fo...